This data is from the Open Reaction Database (ORD), a public repository of structured organic reaction records. The task is: describe an organic reaction: reactants, conditions, products, and yield Starting materials: ClC=1C=CC2=C(C(=NC(C(N2)=O)C)C2=CC=CC=C2)C1 (7-chloro-1,3-dihydro-3-methyl-5-phenyl-2H-1,4-benzodiazepin-2-one), P12(=S)SP3(=S)SP(=S)(S1)SP(=S)(S2)S3 (phosphorus pentasulfide). The solvent is N1=CC=CC=C1 (pyridine). Conditions: time 30 minute. The product is ClC=1C=CC2=C(C(=NC(C(N2)=S)C)C2=CC=CC=C2)C1 (7-chloro-1,3-dihydro-3-methyl-5-phenyl-2H-1,4-benzodiazepine-2-thione). As a reaction SMILES: [Cl:1][C:2]1[CH:3]=[CH:4][C:5]2[NH:11][C:10](=O)[CH:9]([CH3:13])[N:8]=[C:7]([C:14]3[CH:19]=[CH:18][CH:17]=[CH:16][CH:15]=3)[C:6]=2[CH:20]=1.P12(SP3(SP(SP(S3)(S1)=S)(=S)S2)=S)=[S:22]>N1C=CC=CC=1>[Cl:1][C:2]1[CH:3]=[CH:4][C:5]2[NH:11][C:10](=[S:22])[CH:9]([CH3:13])[N:8]=[C:7]([C:14]3[CH:19]=[CH:18][CH:17]=[CH:16][CH:15]=3)[C:6]=2[CH:20]=1. Reported procedure: A stirred mixture of 7-chloro-1,3-dihydro-3-methyl-5-phenyl-2H-1,4-benzodiazepin-2-one (0.294 mole), dry pyridine (2300 ml.) and phosphorus pentasulfide (72.4 g.; 0.323 mole) is reflexed under nitrogen for 30 minutes, cooled and concentrated in vacuo. A suspension of the residue in ice water is extracted with methylene chloride. The extract is dried over anhydrous potassium carbonate and concentrated. The residue thus obtained is crystallized from methylene chlorideethanol to give 7-chloro-1,3-d... The reactants are Cn1c(C#N)cc(Br)c1-c1ccc2c(c1)C(C)(C)OC(=O)N2, C[Sn](C)(C)C, CN(C)P(=O)(N(C)C)N(C)C, O. Reaction SMILES: [Br:1][c:2]1[cH:3][c:4]([C:21]#[N:22])[n:5]([CH3:20])[c:6]1-[c:7]1[cH:8][cH:9][c:10]2[c:11]([cH:19]1)[C:12]([CH3:17])([CH3:18])[O:13][C:14](=[O:16])[NH:15]2.[CH3:23][Sn:24]([CH3:25])([CH3:26])[CH3:27].[CH3:29][N:30]([CH3:31])[P:32]([N:33]([CH3:34])[CH3:35])([N:36]([CH3:37])[CH3:38])=[O:39].[OH2:28]>>[c:2]1([CH3:23])[cH:3][c:4]([C:21]#[N:22])[n:5]([CH3:20])[c:6]1-[c:7]1[cH:8][cH:9][c:10]2[c:11]([cH:19]1)[C:12]([CH3:17])([CH3:18])[O:13][C:14](=[O:16])[NH:15]2. Yields the product Cc1cc(C#N)n(C)c1-c1ccc2c(c1)C(C)(C)OC(=O)N2. Starting materials: solution, C=O (formaldehyde), NC1=C(C=CC(=C1)[N+](=O)[O-])C (2-amino-4-nitrotoluene), [OH-].[Na+] (NaOH), OS(=O)(=O)O (H2SO4), CNC1=C(C=CC(=C1)[N+](=O)[O-])C (2-methylamino-4-nitrotoluene). Reagents/catalysts: [Pd] (Pd). Solvent: O (H2O). Conditions: time 30 minute. Yields the product CNC1=C(C=CC(=C1)N)C (2-methylamino-4-aminotoluene). As a reaction SMILES: NC1C=C([N+]([O-])=O)C=CC=1C.OS(O)(=O)=O.C=O.[OH-].[Na+].[CH3:21][NH:22][C:23]1[CH:28]=[C:27]([N+:29]([O-])=O)[CH:26]=[CH:25][C:24]=1[CH3:32]>O.[Pd]>[CH3:21][NH:22][C:23]1[CH:28]=[C:27]([NH2:29])[CH:26]=[CH:25][C:24]=1[CH3:32] |f:3.4|. Reported procedure: 15.4 g. (0.1M) of 2-amino-4-nitrotoluene was dissolved in 100 ml. 96% H2SO4 at room temperature with stirring and 50 ml. of a 36% solution of formaldehyde in H2O was added. The mixture was stirred for 30 minutes and poured on ice, neutralized with NaOH, filtered and washed. There was obtained 16.1 g. of 2-methylamino-4-nitrotoluene; m.p. 107°-108° (Gnehm/Blume. Ann. 304, 100, gives 107.5° C). 8.3 g. of the above compound was reduced catalytically with Pd as catalyst and the free amine produced w... Starting materials: solution, [H-].C(C(C)C)[Al+]CC(C)C (diisobutylaluminum hydride), Cl (hydrochloric acid), NC1=CC=C(C=N1)C#N (6-aminopyridine-3-carbonitrile), [OH-].[Na+] (sodium hydroxide). Solvent: C1(=CC=CC=C1)C (toluene), O (water), C1(=CC=CC=C1)C (toluene). Conditions: temperature -78 celsius, time 30 minute. Yields the product NC1=CC=C(C=N1)C=O (6-aminopyridine-3-carboxaldehyde). Reaction SMILES: [NH2:1][C:2]1[N:7]=[CH:6][C:5]([C:8]#N)=[CH:4][CH:3]=1.[H-].C([Al+]CC(C)C)C(C)C.Cl.[OH-:21].[Na+]>C1(C)C=CC=CC=1.O>[NH2:1][C:2]1[N:7]=[CH:6][C:5]([CH:8]=[O:21])=[CH:4][CH:3]=1 |f:1.2,4.5|. Procedure: To a suspension of 1 g of 6-aminopyridine-3-carbonitrile in 20 mL of toluene cooled to −78° C. are added dropwise 15 mL of a 1.2 M solution of diisobutylaluminum hydride in toluene. The reaction medium is stirred for 30 minutes at −78° C. and is then allowed to warm slowly to 20° C. After cooling again to −78° C., 6 mL of water are added slowly and the resulting mixture is stirred for 1 hour at −78° C. The reaction medium is stirred for 16 hours at 20° C., treated with 20 mL of 2.5 N hydrochlori... Starting materials: ClC=1N=NC=C(C1)Cl (3,5-dichloropyridazine), C([O-])([O-])=O.[Cs+].[Cs+] (cesium carbonate), CC1=NNC(=N1)C (3,5-dimethyl-1H-1,2,4-triazole). The solvent is O1CCCC1 (tetrahydrofuran), O1CCCC1 (tetrahydrofuran). Run at time 1 hour. Product: ClC=1C=C(N=NC1)N1N=C(N=C1C)C (5-chloro-3-(3,5-dimethyl-1H-1,2,4-triazol-1-yl)pyridazine). As a reaction SMILES: Cl[C:2]1[N:3]=[N:4][CH:5]=[C:6]([Cl:8])[CH:7]=1.C(=O)([O-])[O-].[Cs+].[Cs+].[CH3:15][C:16]1[N:20]=[C:19]([CH3:21])[NH:18][N:17]=1>O1CCCC1>[Cl:8][C:6]1[CH:7]=[C:2]([N:17]2[C:16]([CH3:15])=[N:20][C:19]([CH3:21])=[N:18]2)[N:3]=[N:4][CH:5]=1 |f:1.2.3|. Procedure details: To a stirring solution of 3,5-dichloropyridazine (23-1, 5.00 g, 33.5 mmol, 1.0 eq.) in tetrahydrofuran (125 ml) at 0° C. was added cesium carbonate (17.7 g, 50.3 mmol, 1.5 eq.), followed by 3,5-dimethyl-1H-1,2,4-triazole (3.25 g, 33.5 mmol, 1.0 eq.) in tetrahydrofuran (125 mL) dropwise. The resulting reaction mixture was stirred for 1 hour at the same temperature and then warmed to room temperature and stirred for another 3 hours, then heated to 60° C. and stirred for 6 hours. The solvent was re... Starting materials: C1(=CC=CC=C1)CS(=O)(=O)N[C@@H](CC(C)C)C(=O)O (N-α-toluenesulfonyl-(L)-leucine), C(C1=CC=CC=C1)CC(C)=O (benzylacetone), C(C1=CC=CC=C1)N (benzylamine), O.C1(=CC=CC=C1)CS(=O)(=O)O (α-toluenesulfonic acid hydrate), C(C)(=O)N[C@@H](CC(C)C)C(=O)O (N-acetyl-(L)-leucine). Run in C(C)O (ethanol), C1=CC=CC=C1 (benzene), C(C)O (ethanol). Yields the product C(C1=CC=CC=C1)N[C@@H](CCC1=CC=CC=C1)C ((R)-(+)-N-Benzyl-1-methyl-3-phenylpropylamine). RXN SMILES: [CH2:1]([CH2:8][C:9](=O)[CH3:10])[C:2]1[CH:7]=[CH:6][CH:5]=[CH:4][CH:3]=1.[CH2:12]([NH2:19])[C:13]1[CH:18]=[CH:17][CH:16]=[CH:15][CH:14]=1.O.C1(CS(O)(=O)=O)C=CC=CC=1.C1(CS(N[C@H](C(O)=O)CC(C)C)(=O)=O)C=CC=CC=1.C(N[C@H](C(O)=O)CC(C)C)(=O)C>C1C=CC=CC=1.C(O)C>[CH2:12]([NH:19][C@H:9]([CH3:10])[CH2:8][CH2:1][C:2]1[CH:7]=[CH:6][CH:5]=[CH:4][CH:3]=1)[C:13]1[CH:18]=[CH:17][CH:16]=[CH:15][CH:14]=1 |f:2.3|. Reported procedure: In an apparatus fitted with a Dean Stark trap, reflux a solution of 1.0 kg (6.75 mol) of benzylacetone, 725 g (6.75 mol) of benzylamine and 5.0 g of α-toluenesulfonic acid hydrate in 7 liters of benzene for 14 hours. Remove the solvent in vacuo, and dissolve the residue in 6.5 liters of methanol. With cooling and stirring, carefully add 125 g of NaBH4 and stir the mixture for 16 hours at room temperature. Remove the methanol in vacuo, and add 2 liters water and 4 liters benzene, and extract the ... Reactants: C(C)(C)(C)OC(NC1CCN(CC1)S(=O)(=O)C=1C=C2CCN(C2=CC1)C(=O)C1CC1)=O ([1-(1-Cyclopropanecarbonyl-2,3-dihydro-1H-indole-5-sulfonyl)-piperidin-4-yl]-carbamic acid tert-butyl ester), solution, Cl (HCl). The solvent is O1CCOCC1 (Dioxane). Reaction conditions: time 3 hour. Yields the product NC1CCN(CC1)S(=O)(=O)C=1C=C2CCN(C2=CC1)C(=O)C1CC1 ([5-(4-Amino-piperidine-1-sulfonyl)-2,3-dihydro-indol-1-yl]-cyclopropyl-methanone). The yield is 32.2%. RXN SMILES: C(OC(=O)[NH:7][CH:8]1[CH2:13][CH2:12][N:11]([S:14]([C:17]2[CH:18]=[C:19]3[C:23](=[CH:24][CH:25]=2)[N:22]([C:26]([CH:28]2[CH2:30][CH2:29]2)=[O:27])[CH2:21][CH2:20]3)(=[O:16])=[O:15])[CH2:10][CH2:9]1)(C)(C)C.Cl>O1CCOCC1>[NH2:7][CH:8]1[CH2:13][CH2:12][N:11]([S:14]([C:17]2[CH:18]=[C:19]3[C:23](=[CH:24][CH:25]=2)[N:22]([C:26]([CH:28]2[CH2:29][CH2:30]2)=[O:27])[CH2:21][CH2:20]3)(=[O:16])=[O:15])[CH2:10][CH2:9]1. Procedure: [1-(1-Cyclopropanecarbonyl-2,3-dihydro-1H-indole-5-sulfonyl)-piperidin-4-yl]-carbamic acid tert-butyl ester (0.36 g, 0.8 mmol) was suspended in a 4M solution of HCl in Dioxane (10 ml). The resulting suspension was stirred at room temperature for 3 hours. After this time the solution was concentrated under vacuum, then azeotroped with methanol and suspended in diethyl ether. The resulting solid precipitate was then collected by filtration, washed with diethyl ether and dried under vacuum to affor...